Dataset: the Open Reaction Database (ORD), a public repository of structured organic reaction records. Task: describe an organic reaction: reactants, conditions, products, and yield The reactants are CN(CCCN=C=NCC)C (N-(3-dimethylaminopropyl)-N′-ethylcarbodiimide), O (Water), C(C)(C)(C)OC(C(C)(C)SC=1SC=C(N1)CC(=O)O)=O ({2-[(2-tert-Butoxy-1,1-dimethyl-2-oxoethyl)thio]-1,3-thiazol-4-yl}acetic acid), BrC1=CC=C(N)C=C1 (4-bromoaniline). The reagents and catalysts are CN(C1=CC=NC=C1)C (4-dimethylaminopyridine). Solvent: ClCCl (dichloromethane). Run at time 12 hour. Product: C(C)(C)(C)OC(C(C)(C)SC=1SC=C(N1)CC(=O)NC1=CC=C(C=C1)Br)=O (2-[(4-{2-[(4-bromophenyl)amino]-2-oxoethyl}-1,3-thiazol-2-yl)thio]-2-methylpropionic acid tert-butyl ester). Yield: 101.0%. As a reaction SMILES: [C:1]([O:5][C:6](=[O:20])[C:7]([S:10][C:11]1[S:12][CH:13]=[C:14]([CH2:16][C:17]([OH:19])=O)[N:15]=1)([CH3:9])[CH3:8])([CH3:4])([CH3:3])[CH3:2].[Br:21][C:22]1[CH:28]=[CH:27][C:25]([NH2:26])=[CH:24][CH:23]=1.CN(C)CCCN=C=NCC.O>ClCCl.CN(C)C1C=CN=CC=1>[C:1]([O:5][C:6](=[O:20])[C:7]([S:10][C:11]1[S:12][CH:13]=[C:14]([CH2:16][C:17]([NH:26][C:25]2[CH:27]=[CH:28][C:22]([Br:21])=[CH:23][CH:24]=2)=[O:19])[N:15]=1)([CH3:8])[CH3:9])([CH3:2])([CH3:3])[CH3:4]. Reported procedure: {2-[(2-tert-Butoxy-1,1-dimethyl-2-oxoethyl)thio]-1,3-thiazol-4-yl}acetic acid (3.0 g) synthesized in Example 3 and 4-bromoaniline (1.63 g) were dissolved in dichloromethane (50 mL), N-(3-dimethylaminopropyl)-N′-ethylcarbodiimide (EDC) hydrochloride (2.72 g) and 4-dimethylaminopyridine (DMAP) (1.73 g) were successively added thereto, and the mixture was stirred at room temperature for 12 hr. Water was added to the reaction mixture, and the mixture was extracted with dichloromethane. The organic l... Reactants: CCO, CN1CC=C(c2ccc(N)nn2)CC1. The product is CN1CCC(c2ccc(N)nn2)CC1. RXN SMILES: [CH3:15][CH2:16][OH:17].[CH3:1][N:2]1[CH2:3][CH2:4][C:5]([c:8]2[cH:9][cH:10][c:11]([NH2:14])[n:12][n:13]2)=[CH:6][CH2:7]1>>[CH3:1][N:2]1[CH2:3][CH2:4][CH:5]([c:8]2[cH:9][cH:10][c:11]([NH2:14])[n:12][n:13]2)[CH2:6][CH2:7]1. Reactants: [BH4-], CCO, CC(=O)NC(C)c1ccc(C=O)cc1, Cl, [Na+], O. Product: CC(=O)NC(C)c1ccc(CO)cc1. RXN SMILES: [BH4-:15].[CH3:19][CH2:20][OH:21].[CH:1](=[O:2])[c:3]1[cH:4][cH:5][c:6]([CH:9]([CH3:10])[NH:11][C:12]([CH3:13])=[O:14])[cH:7][cH:8]1.[ClH:17].[Na+:16].[OH2:18]>>[CH2:1]([OH:2])[c:3]1[cH:4][cH:5][c:6]([CH:9]([CH3:10])[NH:11][C:12]([CH3:13])=[O:14])[cH:7][cH:8]1. Reactants: CC(=O)Nc1ccc(C(=O)c2ccccc2)cc1, Cl, [Na+], [OH-]. Product: Nc1ccc(C(=O)c2ccccc2)cc1. RXN SMILES: [C:1]([c:2]1[cH:3][cH:4][cH:5][cH:6][cH:7]1)(=[O:8])[c:9]1[cH:10][cH:11][c:12]([NH:13][C:14](=[O:15])[CH3:16])[cH:17][cH:18]1.[ClH:19].[Na+:21].[OH-:20]>>[C:1]([c:2]1[cH:3][cH:4][cH:5][cH:6][cH:7]1)(=[O:8])[c:9]1[cH:10][cH:11][c:12]([NH2:13])[cH:17][cH:18]1. Reactants: CCCC[N+](CCCC)(CCCC)CCCC, C1CCOC1, ClC(Cl)Cl, [F-], [Zn+2], CCCCCCOc1ccc(-c2c3ccc(n3)c(-c3ccc(OC)cc3)c3ccc([nH]3)c(-c3c(C)cc(C)cc3C)c3ccc(n3)c(-c3ccc(C#C[Si](C)(C)C)cc3)c3ccc2[nH]3)cc1. Yields the product [Zn+2], C#Cc1ccc(-c2c3ccc(n3)c(-c3c(C)cc(C)cc3C)c3ccc([nH]3)c(-c3ccc(OC)cc3)c3ccc(n3)c(-c3ccc(OCCCCCC)cc3)c3ccc2[nH]3)cc1. Reaction SMILES: [CH2:69]([N+:70]([CH2:71][CH2:72][CH2:73][CH3:74])([CH2:75][CH2:76][CH2:77][CH3:78])[CH2:79][CH2:80][CH2:81][CH3:82])[CH2:83][CH2:84][CH3:85].[CH2:86]1[O:87][CH2:88][CH2:89][CH2:90]1.[Cl:91][CH:92]([Cl:93])[Cl:94].[F-:68].[Zn+2:67].[c:1]1([CH3:66])[c:2](-[c:9]2[c:10]3[cH:11][cH:12][c:13]([nH:14]3)[c:15](-[c:58]3[cH:59][cH:60][c:61]([O:64][CH3:65])[cH:62][cH:63]3)[c:16]3[cH:17][cH:18][c:19]([c:20](-[c:44]4[cH:45][cH:46][c:47]([O:50][CH2:51][CH2:52][CH2:53][CH2:54][CH2:55][CH3:56])[cH:48][cH:49]4)[c:21]4[cH:22][cH:23][c:24]([c:25](-[c:31]5[cH:32][cH:33][c:34]([C:37]#[C:38][Si:39]([CH3:40])([CH3:41])[CH3:42])[cH:35][cH:36]5)[c:26]5[cH:27][cH:28][c:29]2[n:30]5)[nH:43]4)[n:57]3)[c:3]([CH3:8])[cH:4][c:5]([CH3:7])[cH:6]1>>[Zn+2:67].[c:1]1([CH3:66])[c:2](-[c:9]2[c:10]3[cH:11][cH:12][c:13]([nH:14]3)[c:15](-[c:58]3[cH:59][cH:60][c:61]([O:64][CH3:65])[cH:62][cH:63]3)[c:16]3[cH:17][cH:18][c:19]([c:20](-[c:44]4[cH:45][cH:46][c:47]([O:50][CH2:51][CH2:52][CH2:53][CH2:54][CH2:55][CH3:56])[cH:48][cH:49]4)[c:21]4[cH:22][cH:23][c:24]([c:25](-[c:31]5[cH:32][cH:33][c:34]([C:37]#[CH:38])[cH:35][cH:36]5)[c:26]5[cH:27][cH:28][c:29]2[n:30]5)[nH:43]4)[n:57]3)[c:3]([CH3:8])[cH:4][c:5]([CH3:7])[cH:6]1. The reactants are ClCCl, Nc1ccc(CN2CCN(Cc3ccc(C(O)(C(F)(F)F)C(F)(F)F)cc3)CC2)cc1F, C1COCCO1, O, O=C(Nc1ccncc1)Oc1ccccc1. Product: O=C(Nc1ccncc1)Nc1ccc(CN2CCN(Cc3ccc(C(O)(C(F)(F)F)C(F)(F)F)cc3)CC2)cc1F. As a reaction SMILES: [Cl:50][CH2:51][Cl:52].[NH2:17][c:18]1[c:19]([F:48])[cH:20][c:21]([CH2:22][N:23]2[CH2:24][CH2:25][N:26]([CH2:29][c:30]3[cH:31][cH:32][c:33]([C:36]([C:37]([F:38])([F:39])[F:40])([C:41]([F:42])([F:43])[F:44])[OH:45])[cH:34][cH:35]3)[CH2:27][CH2:28]2)[cH:46][cH:47]1.[O:53]1[CH2:54][CH2:55][O:56][CH2:57][CH2:58]1.[OH2:49].[n:1]1[cH:2][cH:3][c:4]([NH:7][C:8]([O:9][c:10]2[cH:11][cH:12][cH:13][cH:14][cH:15]2)=[O:16])[cH:5][cH:6]1>>[n:1]1[cH:2][cH:3][c:4]([NH:7][C:8](=[O:16])[NH:17][c:18]2[c:19]([F:48])[cH:20][c:21]([CH2:22][N:23]3[CH2:24][CH2:25][N:26]([CH2:29][c:30]4[cH:31][cH:32][c:33]([C:36]([C:37]([F:38])([F:39])[F:40])([C:41]([F:42])([F:43])[F:44])[OH:45])[cH:34][cH:35]4)[CH2:27][CH2:28]3)[cH:46][cH:47]2)[cH:5][cH:6]1. Starting materials: N#CNC(=NCCN1CCC(C(=O)c2ccc(F)cc2)CC1)Oc1ccccc1, CN, CCO. Yields the product CN=C(NC#N)NCCN1CCC(C(=O)c2ccc(F)cc2)CC1. RXN SMILES: [C:3](#[N:4])[NH:5][C:6](=[N:7][CH2:8][CH2:9][N:10]1[CH2:11][CH2:12][CH:13]([C:16]([c:17]2[cH:18][cH:19][c:20]([F:23])[cH:21][cH:22]2)=[O:24])[CH2:14][CH2:15]1)[O:25][c:26]1[cH:27][cH:28][cH:29][cH:30][cH:31]1.[CH3:1][NH2:2].[CH3:32][CH2:33][OH:34]>>[CH3:1][N:2]=[C:6]([NH:5][C:3]#[N:4])[NH:7][CH2:8][CH2:9][N:10]1[CH2:11][CH2:12][CH:13]([C:16]([c:17]2[cH:18][cH:19][c:20]([F:23])[cH:21][cH:22]2)=[O:24])[CH2:14][CH2:15]1. Starting materials: ClC=1C(=CC(=NC1)NC(C(C)(C)C)=O)NC1CCN(CC1)C (N-(5-chloro-4-(1-methylpiperidin-4-ylamino)pyridin-2-yl)pivalamide), C(=O)([O-])[O-].[Na+].[Na+] (Na2CO3). Run in Cl (HCl). The product is ClC=1C(=CC(=NC1)N)NC1CCN(CC1)C (5-Chloro-N4-(1-methylpiperidin-4-yl)pyridine-2,4-diamine). Isolated yield 66.6%. As a reaction SMILES: [Cl:1][C:2]1[C:3]([NH:15][CH:16]2[CH2:21][CH2:20][N:19]([CH3:22])[CH2:18][CH2:17]2)=[CH:4][C:5]([NH:8]C(=O)C(C)(C)C)=[N:6][CH:7]=1.C([O-])([O-])=O.[Na+].[Na+]>Cl>[Cl:1][C:2]1[C:3]([NH:15][CH:16]2[CH2:21][CH2:20][N:19]([CH3:22])[CH2:18][CH2:17]2)=[CH:4][C:5]([NH2:8])=[N:6][CH:7]=1 |f:1.2.3|. Procedure details: A solution of N-(5-chloro-4-(1-methylpiperidin-4-ylamino)pyridin-2-yl)pivalamide (0.609 g, 1.87 mmol) in 6M HCl (5 mL) was heated under microwave irradiation at 105° C. for 50 min. The solution was basified with Na2CO3 and extracted with ethyl acetate (3×20 mL). The crude mixture was purified by flash chromatography on silica, eluting with methanol and dichloromethane (1/9), to give the title compound as a colourless solid (0.300 g, 66%).